Dataset: the Open Reaction Database (ORD), a public repository of structured organic reaction records. Task: describe an organic reaction: reactants, conditions, products, and yield Reactants: OCP(O)(=O)CO (bis(hydroxymethyl)phosphinic acid), solution, [OH-].C(CCC)[N+](CCCC)(CCCC)CCCC (tetrabutylammonium hydroxide). Run in O (water), CC(C)O (2-propanol). The product is OCP([O-])(=O)CO.C(CCC)[N+](CCCC)(CCCC)CCCC (Tetrabutylammonium Bis(hydroxymethyl)phosphinate). RXN SMILES: [OH:1][CH2:2][P:3]([CH2:6][OH:7])(=[O:5])[OH:4].[OH-].[CH2:9]([N+:13]([CH2:22][CH2:23][CH2:24][CH3:25])([CH2:18][CH2:19][CH2:20][CH3:21])[CH2:14][CH2:15][CH2:16][CH3:17])[CH2:10][CH2:11][CH3:12]>O.CC(O)C>[OH:1][CH2:2][P:3]([CH2:6][OH:7])(=[O:4])[O-:5].[CH2:22]([N+:13]([CH2:9][CH2:10][CH2:11][CH3:12])([CH2:14][CH2:15][CH2:16][CH3:17])[CH2:18][CH2:19][CH2:20][CH3:21])[CH2:23][CH2:24][CH3:25] |f:1.2,5.6|. Reported procedure: To a flask were added 0.48 g bis(hydroxymethyl)phosphinic acid, 1.6 g of a 55-60% solution of tetrabutylammonium hydroxide in water and 10 ml 2-propanol. After heating to 50 C under nitrogen for 1 hour, the solvent was removed and another 10 ml of 2-propanol were added and removed by distillation under reduced pressure. An oil was obtained. The reactants are C1(=CC=CC=C1)C.C(C)(=O)OCC (toluene ethyl acetate), [N-]=[N+]=[N-].[K+] (Potassium azide), C1(=CC=C(C=C1)S(=O)(=O)OC=1C[C@H]2N(C1C(=O)OCC1=CC=CC=C1)C(C2)=O)C (benzyl 2-(p-toluenesulfonyloxy)-carbapen-2-em-3-carboxylate), O1CCOCCOCCOCCOCCOCC1 (1,4,7,10,13,16-hexaoxacyclooctadecane). The solvent is C(C)#N (acetonitrile), ClCCl (dichloromethane). Conditions: time 1 hour. Product: C(C1=CC=CC=C1)OC(=O)C1=C(C[C@H]2N1C(C2)=O)N=[N+]=[N-] (benzyl-2-azido-carbapen-2-em-3-carboxylate). Isolated yield 66.9%. As a reaction SMILES: [N-:1]=[N+:2]=[N-:3].[K+].C1(C)C=CC(S(O[C:15]2[CH2:16][C@@H:17]3[CH2:31][C:30](=[O:32])[N:18]3[C:19]=2[C:20]([O:22][CH2:23][C:24]2[CH:29]=[CH:28][CH:27]=[CH:26][CH:25]=2)=[O:21])(=O)=O)=CC=1.O1CCOCCOCCOCCOCCOCC1.C1(C)C=CC=CC=1.C(OCC)(=O)C>C(#N)C.ClCCl>[CH2:23]([O:22][C:20]([C:19]1[N:18]2[C:30](=[O:32])[CH2:31][C@H:17]2[CH2:16][C:15]=1[N:1]=[N+:2]=[N-:3])=[O:21])[C:24]1[CH:29]=[CH:28][CH:27]=[CH:26][CH:25]=1 |f:0.1,4.5|. Reported procedure: Potassium azide (11.6 mg, 143 micromol) was added to a stirred ambient temperature solution of benzyl 2-(p-toluenesulfonyloxy)-carbapen-2-em-3-carboxylate (20.0 mg, 48.4 micromol) prepared according to the analogous procedure described in U.S. Pat. No. 4,424,230, hereby incorporated by reference for this particular purpose, and 1,4,7,10,13,16-hexaoxacyclooctadecane (12.8 mg, 48.4 micromol) in anhydrous acetonitrile (1.0 ml) and dichloromethane (0.2 ml). After 1 hour the mixture was applied to tw... Product: Cc1cc(N2CC(S(=O)(=O)c3ccccc3Cl)CC2C(=O)O)n(C2CCC2)n1. Starting materials: COC(=O)C1CC(S(=O)(=O)c2ccccc2Cl)CN1c1cc(C)nn1C1CCC1, [Li+], [OH-]. As a reaction SMILES: [CH3:1][O:2][C:3](=[O:4])[CH:5]1[N:6]([c:20]2[n:21]([CH:26]3[CH2:27][CH2:28][CH2:29]3)[n:22][c:23]([CH3:25])[cH:24]2)[CH2:7][CH:8]([S:10](=[O:11])(=[O:12])[c:13]2[c:14]([Cl:19])[cH:15][cH:16][cH:17][cH:18]2)[CH2:9]1.[Li+:30].[OH-:31]>>[O:2]=[C:3]([OH:4])[CH:5]1[N:6]([c:20]2[n:21]([CH:26]3[CH2:27][CH2:28][CH2:29]3)[n:22][c:23]([CH3:25])[cH:24]2)[CH2:7][CH:8]([S:10](=[O:11])(=[O:12])[c:13]2[c:14]([Cl:19])[cH:15][cH:16][cH:17][cH:18]2)[CH2:9]1. The reactants are C=CC(=O)OC, CO, CCCCCNC. Yields the product CCCCCN(C)CCC(=O)OC. As a reaction SMILES: [C:8]([CH:9]=[CH2:10])(=[O:11])[O:12][CH3:13].[CH3:14][OH:15].[CH3:1][NH:2][CH2:3][CH2:4][CH2:5][CH2:6][CH3:7]>>[CH3:1][N:2]([CH2:3][CH2:4][CH2:5][CH2:6][CH3:7])[CH2:10][CH2:9][C:8](=[O:11])[O:12][CH3:13]. The reactants are [Cr](=O)(=O)(O)Cl.N1=CC=CC=C1 (pyridine chlorochromate), CC1(OC[C@@](O1)(CCO)C)C ((S)-2,2,4-trimethyl-1,3-dioxolan-4-ethanol), CCOCC (ether). Solvent: C(Cl)Cl (methylene chloride), C(Cl)Cl (methylene chloride). Reaction conditions: time 3 hour. Product: CC1(OC[C@@](O1)(CC=O)C)C ((S)-2,2,4-trimethyl-1,3-dioxolan-4-acetaldehyde). Yield: 70.2%. RXN SMILES: [CH3:1][C:2]1([CH3:11])[O:6][C@@:5]([CH3:10])([CH2:7][CH2:8][OH:9])[CH2:4][O:3]1.[Cr](Cl)(O)(=O)=O.N1C=CC=CC=1.CCOCC>C(Cl)Cl>[CH3:1][C:2]1([CH3:11])[O:6][C@@:5]([CH3:10])([CH2:7][CH:8]=[O:9])[CH2:4][O:3]1 |f:1.2|. Procedure details: 4.33 g of (S)-2,2,4-trimethyl-1,3-dioxolan-4-ethanol dissolved in 7 ml of absolute methylene chloride were added dropwise to a suspension of 7.59 g of pyridine chlorochromate in 30 ml of absolute methylene chloride. The reaction mixture was stirred at room temperature for 3 hours. By addition of 75 ml of ether, the chromium salt was precipitated and separated by filtration over 120 g of Kieselgel. After removal of the solvent on a rotary evaporator and distillation of the residue at 90°-100°/10 ... Starting materials: CC(C)(C)Oc1ccc2cc(Br)ccc2c1, [Li]CCCC, C1CCOC1, CN(C)C=O. Product: CC(C)(C)Oc1ccc2cc(C=O)ccc2c1. Reaction SMILES: [Br:1][c:2]1[cH:3][c:4]2[cH:5][cH:6][c:7]([O:12][C:13]([CH3:14])([CH3:15])[CH3:16])[cH:8][c:9]2[cH:10][cH:11]1.[CH2:17]([Li:18])[CH2:19][CH2:20][CH3:21].[CH2:27]1[O:28][CH2:29][CH2:30][CH2:31]1.[O:22]=[CH:23][N:24]([CH3:25])[CH3:26]>>[c:2]1([CH:23]=[O:22])[cH:3][c:4]2[cH:5][cH:6][c:7]([O:12][C:13]([CH3:14])([CH3:15])[CH3:16])[cH:8][c:9]2[cH:10][cH:11]1.